From a dataset of the Open Reaction Database (ORD), a public repository of structured organic reaction records. describe an organic reaction: reactants, conditions, products, and yield Starting materials: C(C)(=O)OCC (Ethyl acetate), IC (Iodomethane), BrC=1C(=CC2=C(NC(O2)=O)C1)Cl (5-bromo-6-chlorobenzo[d]oxazol-2(3H)-one), C([O-])([O-])=O.[K+].[K+] (potassium carbonate). The solvent is CS(=O)C (DMSO). Conditions: time 18 hour. Yields the product BrC=1C(=CC2=C(N(C(O2)=O)C)C1)Cl (5-Bromo-6-chloro-3-methyl-3H-benzooxazol-2-one). Reaction SMILES: IC.[Br:3][C:4]1[C:5]([Cl:14])=[CH:6][C:7]2[O:11][C:10](=[O:12])[NH:9][C:8]=2[CH:13]=1.[C:15](=O)([O-])[O-].[K+].[K+].C(OCC)(=O)C>CS(C)=O>[Br:3][C:4]1[C:5]([Cl:14])=[CH:6][C:7]2[O:11][C:10](=[O:12])[N:9]([CH3:15])[C:8]=2[CH:13]=1 |f:2.3.4|. Procedure: Iodomethane (0.579 ml . . . , 926 mmol) was added dropwise to a mixture of 5-bromo-6-chlorobenzo[d]oxazol-2(3H)-one (1.15 g, 4.63 mmol), potassium carbonate (1.599 g, 11.57 mmol) in DMSO (5 mL) at room temperature. The resulting mixture was stirred at this temperature for 18 h. Ethyl acetate (40 mL) was added and the mixture was stirred for 30 min and then filtered. The solution was washed with water (10 mL), brine (15 mL) and dried over Na2SO4. After filtration and concentration, a pale white s... Starting materials: CC[O-], CCO, FC(F)(F)c1cccnc1Cl, [Na+]. The product is CCOc1ncccc1C(F)(F)F. RXN SMILES: [CH3:13][CH2:14][O-:15].[CH3:16][CH2:17][OH:18].[Cl:1][c:2]1[n:3][cH:4][cH:5][cH:6][c:7]1[C:8]([F:9])([F:10])[F:11].[Na+:12]>>[c:2]1([O:15][CH2:14][CH3:13])[n:3][cH:4][cH:5][cH:6][c:7]1[C:8]([F:9])([F:10])[F:11]. Starting materials: ClC(=C[C@@H]1C([C@H]1C(=O)O)(C)C)C(F)(F)F (trans-3-(2-chloro-3,3,3-trifluoro-1-propenyl)-2,2-dimethylcyclopropanecarboxylic acid), N1=CC=CC=C1 (pyridine), S(=O)(Cl)Cl (thionyl chloride). Solvent: C1(=CC=CC=C1)C (toluene), C1(=CC=CC=C1)C (toluene). Run at time 17 hour. The product is ClC(=C[C@@H]1C([C@H]1C(=O)Cl)(C)C)C(F)(F)F (trans-3-(2-chloro-3,3,3-trifluoro-1-propenyl)-2,2-dimethylcyclopropanecarbonyl chloride). The yield is 84.1%. Reaction SMILES: [Cl:1][C:2]([C:12]([F:15])([F:14])[F:13])=[CH:3][C@H:4]1[C@H:6]([C:7](O)=[O:8])[C:5]1([CH3:11])[CH3:10].N1C=CC=CC=1.S(Cl)([Cl:24])=O>C1(C)C=CC=CC=1>[Cl:1][C:2]([C:12]([F:15])([F:14])[F:13])=[CH:3][C@H:4]1[C@H:6]([C:7]([Cl:24])=[O:8])[C:5]1([CH3:11])[CH3:10]. Reported procedure: To a stirred solution of 4.1 g (0.0173 mole) of trans-3-(2-chloro-3,3,3-trifluoro-1-propenyl)-2,2-dimethylcyclopropanecarboxylic acid in 40 ml of toluene at ambient temperature was added 1.7 g (0.022 mole) of pyridine, then 2.6 g (0.022 mole) of thionyl chloride in 25 ml of toluene. Upon complete addition the reaction mixture was stirred at ambient temperature for 17 hours. The reaction mixture was filtered through diatomaceous earth, and the filtrate was evaporated under reduced pressure to giv... Reactants: [H-].[Na+] (sodium hydride), CI (methyl iodide), O=C1C(C(N(C2=C(N1CC(=O)N(C1=CC=CC=C1)C(C)C)C=CC=C2)C2=CC=CC=C2)=O)CC=CC2=CC=CC=C2 (2-[2,4-Dioxo-5-phenyl-3-(3-phenyl-allyl)-2,3,4,5-tetrahydro-benzo[b][1,4]diazepin-1-yl]-N-isopropyl-N-phenyl acetamide), Intermediate 41. Solvent: CN(C)C=O (DMF). Conditions: time 5 minute. The product is C(C)(C)N(C(CN1C2=C(N(C(C(C1=O)(CC=CC1=CC=CC=C1)C)=O)C1=CC=CC=C1)C=CC=C2)=O)C2=CC=CC=C2 (N-Isopropyl-2-[3-methyl-2,4-dioxo-5-phenyl-3-(3-phenyl-allyl)-2,3,4,5-tetrahydro-benzo[b][1,4]diazepin-1-yl]-N-phenyl acetamide). Yield: 51.9%. RXN SMILES: [O:1]=[C:2]1[N:8]([CH2:9][C:10]([N:12]([CH:19]([CH3:21])[CH3:20])[C:13]2[CH:18]=[CH:17][CH:16]=[CH:15][CH:14]=2)=[O:11])[C:7]2[CH:22]=[CH:23][CH:24]=[CH:25][C:6]=2[N:5]([C:26]2[CH:31]=[CH:30][CH:29]=[CH:28][CH:27]=2)[C:4](=[O:32])[CH:3]1[CH2:33][CH:34]=[CH:35][C:36]1[CH:41]=[CH:40][CH:39]=[CH:38][CH:37]=1.[H-].[Na+].[CH3:44]I>CN(C=O)C>[CH:19]([N:12]([C:13]1[CH:18]=[CH:17][CH:16]=[CH:15][CH:14]=1)[C:10](=[O:11])[CH2:9][N:8]1[C:2](=[O:1])[C:3]([CH3:44])([CH2:33][CH:34]=[CH:35][C:36]2[CH:37]=[CH:38][CH:39]=[CH:40][CH:41]=2)[C:4](=[O:32])[N:5]([C:26]2[CH:27]=[CH:28][CH:29]=[CH:30][CH:31]=2)[C:6]2[CH:25]=[CH:24][CH:23]=[CH:22][C:7]1=2)([CH3:21])[CH3:20] |f:1.2|. Procedure details: To a stirring solution of 200 mg (0.37 mmol) of 2-[2,4-Dioxo-5-phenyl-3-(3-phenyl-allyl)-2,3,4,5-tetrahydro-benzo[b][1,4]diazepin-1-yl]-N-isopropyl-N-phenyl acetamide, prepared as in Intermediate 41, in 3 mL of DMF at 0° C. is added 16 mg (0.41 mmol, 1.1 equiv) of sodium hydride (60% dispersion in mineral oil). The resulting solution is stirred 5 min, then 25 mL (0.41 mmol, 1.1 equiv) of methyl iodide is added. The reaction mixture is stirred 30 min at 0° C. then 19 h at RT and quenched with 1 m... Starting materials: CC1=[N+](C2=CC=C(C=C2C1(CCCCS(=O)(=O)O)C)S(=O)(=O)O)CCCCS(=O)(=O)O (2,3-dimethyl-5-sulfo-1,3-di(4-sulfobutyl)-3H-indolium), Cl.C1(=CC=CC=C1)NC=CC=CC=NC1=CC=CC=C1 (N-[5-(phenylamino)-2,4-pentadienylidene]aniline monohydrochloride). Solvent: C(C)(=O)OC(C)=O.C(C)(=O)O (acetic anhydride acetic acid). Conditions: time 30 minute. The product is N(C1=CC=CC=C1)C=CC=CC=CC1=[N+](C2=CC=C(C=C2C1(CCCCS(=O)(=O)O)C)S(=O)(=O)O)CCCCS(=O)(=O)[O-] (4-[2-[6-anilino-1,3,5-hexatrienyl]-3-methyl-5-sulfo-3-(4-sulfobutyl)-3H-1-indoliumyl]-1-butanesulfonate). Isolated yield 66.8%. Reaction SMILES: [CH3:1][C:2]1[C:10]([CH3:19])([CH2:11][CH2:12][CH2:13][CH2:14][S:15]([OH:18])(=[O:17])=[O:16])[C:9]2[C:4](=[CH:5][CH:6]=[C:7]([S:20]([OH:23])(=[O:22])=[O:21])[CH:8]=2)[N+:3]=1[CH2:24][CH2:25][CH2:26][CH2:27][S:28]([OH:31])(=[O:30])=[O:29].Cl.[C:33]1([NH:39][CH:40]=[CH:41][CH:42]=[CH:43][CH:44]=NC2C=CC=CC=2)[CH:38]=[CH:37][CH:36]=[CH:35][CH:34]=1>C(OC(=O)C)(=O)C.C(O)(=O)C>[NH:39]([CH:40]=[CH:41][CH:42]=[CH:43][CH:44]=[CH:1][C:2]1[C:10]([CH3:19])([CH2:11][CH2:12][CH2:13][CH2:14][S:15]([OH:18])(=[O:16])=[O:17])[C:9]2[C:4](=[CH:5][CH:6]=[C:7]([S:20]([OH:23])(=[O:22])=[O:21])[CH:8]=2)[N+:3]=1[CH2:24][CH2:25][CH2:26][CH2:27][S:28]([O-:31])(=[O:29])=[O:30])[C:33]1[CH:38]=[CH:37][CH:36]=[CH:35][CH:34]=1 |f:1.2,3.4|. Procedure details: 300 mg (0.55 mmol) of 2,3-dimethyl-5-sulfo-1,3-di(4-sulfobutyl)-3H-indolium and 190 mg (0.66 mmol) of N-[5-(phenylamino)-2,4-pentadienylidene]aniline monohydrochloride were heated in 6 mL acetic anhydride-acetic acid (1:1, v/v) mixture for 30 min at 110° C. After cooling the product was precipitated with ethyl acetate, filtered off and washed with ether to give 240 mg (56%) of 4-[2-[6-anilino-1,3,5-hexatrienyl]-3-methyl-5-sulfo-3-(4-sulfobutyl)-3H-1-indoliumyl]-1-butanesulfonate. λmax (abs) 505 ... Starting materials: Cc1cc(C2CC2)cnc1N1CCN(C(=O)c2ccc(Br)cc2C#N)CC1, O=C1NC(COC(=O)c2ccccc2)CO1. Product: Cc1cc(C2CC2)cnc1N1CCN(C(=O)c2ccc(N3C(=O)OCC3COC(=O)c3ccccc3)cc2C#N)CC1. As a reaction SMILES: [Br:1][c:2]1[cH:3][cH:4][c:5]([C:10](=[O:11])[N:12]2[CH2:13][CH2:14][N:15]([c:18]3[n:19][cH:20][c:21]([CH:25]4[CH2:26][CH2:27]4)[cH:22][c:23]3[CH3:24])[CH2:16][CH2:17]2)[c:6]([C:7]#[N:8])[cH:9]1.[O:28]=[C:29]1[O:30][CH2:31][CH:32]([CH2:34][O:35][C:36]([c:37]2[cH:38][cH:39][cH:40][cH:41][cH:42]2)=[O:43])[NH:33]1>>[c:2]1([N:33]2[C:29](=[O:28])[O:30][CH2:31][CH:32]2[CH2:34][O:35][C:36]([c:37]2[cH:38][cH:39][cH:40][cH:41][cH:42]2)=[O:43])[cH:3][cH:4][c:5]([C:10](=[O:11])[N:12]2[CH2:13][CH2:14][N:15]([c:18]3[n:19][cH:20][c:21]([CH:25]4[CH2:26][CH2:27]4)[cH:22][c:23]3[CH3:24])[CH2:16][CH2:17]2)[c:6]([C:7]#[N:8])[cH:9]1. Reactants: Brc1ccc(CN2CCCC2)cc1, O=C=O, [Li]CCCC, O=C1CC(COCc2ccccc2)C1, CC(C)O, C1CCOC1. Product: OC1(c2ccc(CN3CCCC3)cc2)CC(COCc2ccccc2)C1. Reaction SMILES: [Br:1][c:2]1[cH:3][cH:4][c:5]([CH2:6][N:7]2[CH2:8][CH2:9][CH2:10][CH2:11]2)[cH:12][cH:13]1.[C:23](=[O:24])=[O:25].[CH2:14]([Li:15])[CH2:16][CH2:17][CH3:18].[CH2:26]([c:27]1[cH:28][cH:29][cH:30][cH:31][cH:32]1)[O:33][CH2:34][CH:35]1[CH2:36][C:37](=[O:39])[CH2:38]1.[CH:19]([OH:20])([CH3:21])[CH3:22].[O:40]1[CH2:41][CH2:42][CH2:43][CH2:44]1>>[c:2]1([C:37]2([OH:39])[CH2:36][CH:35]([CH2:34][O:33][CH2:26][c:27]3[cH:28][cH:29][cH:30][cH:31][cH:32]3)[CH2:38]2)[cH:3][cH:4][c:5]([CH2:6][N:7]2[CH2:8][CH2:9][CH2:10][CH2:11]2)[cH:12][cH:13]1.